Task: describe an organic reaction: reactants, conditions, products, and yield. Dataset: the Open Reaction Database (ORD), a public repository of structured organic reaction records Starting materials: C(C)(=O)N1C(CC2=CC(=CC=C12)C(CCCCC)=O)=O (1-acetyl-5-hexanoyl-2-indolinone), CCOC(C1=CC=CC=C1)(OCC)OCC (triethyl orthobenzoate). Yields the product C(C)(=O)N1C(C(C2=CC(=CC=C12)C(CCCCC)=O)=C(C1=CC=CC=C1)OCC)=O (1-acetyl-5-hexanoyl-3-(ethoxy-phenyl-methylidene)-2-indolinone). RXN SMILES: [C:1]([N:4]1[C:12]2[C:7](=[CH:8][C:9]([C:13](=[O:19])[CH2:14][CH2:15][CH2:16][CH2:17][CH3:18])=[CH:10][CH:11]=2)[CH2:6][C:5]1=[O:20])(=[O:3])[CH3:2].[CH3:21][CH2:22][O:23][C:24](OCC)(OCC)[C:25]1[CH:30]=[CH:29][CH:28]=[CH:27][CH:26]=1>>[C:1]([N:4]1[C:12]2[C:7](=[CH:8][C:9]([C:13](=[O:19])[CH2:14][CH2:15][CH2:16][CH2:17][CH3:18])=[CH:10][CH:11]=2)[C:6](=[C:24]([O:23][CH2:22][CH3:21])[C:25]2[CH:30]=[CH:29][CH:28]=[CH:27][CH:26]=2)[C:5]1=[O:20])(=[O:3])[CH3:2]. Reported procedure: Prepared from 1-acetyl-5-hexanoyl-2-indolinone and triethyl orthobenzoate Yields the product COC(=O)CCC(=O)c1ccccc1OCC1CO1. The reactants are BrCC1CO1, O=C([O-])[O-], CCC(C)=O, [K+], [K+], COC(=O)CCC(=O)c1ccccc1O. As a reaction SMILES: [Br:22][CH2:23][CH:24]1[CH2:25][O:26]1.[C:16](=[O:17])([O-:18])[O-:19].[CH3:27][C:28]([CH2:29][CH3:30])=[O:31].[K+:20].[K+:21].[OH:1][c:2]1[c:3]([C:4](=[O:5])[CH2:6][CH2:7][C:8](=[O:9])[O:10][CH3:11])[cH:12][cH:13][cH:14][cH:15]1>>[O:1]([c:2]1[c:3]([C:4](=[O:5])[CH2:6][CH2:7][C:8](=[O:9])[O:10][CH3:11])[cH:12][cH:13][cH:14][cH:15]1)[CH2:23][CH:24]1[CH2:25][O:26]1.